From a dataset of the Open Reaction Database (ORD), a public repository of structured organic reaction records. describe an organic reaction: reactants, conditions, products, and yield The reactants are O (water), N-potassium, [N+](=O)([O-])C=1C=C2C(C(=O)NC2=O)=CC1 (4-nitrophthalimide), BrC1=C(C(=O)Cl)C=C(C=C1)OC1=C(C=C(C=C1)Br)[N+](=O)[O-] (2-bromo-5-(2-nitro-4-bromophenoxy)benzoyl chloride). The solvent is CN(C=O)C (dimethylformamide). Conditions: time 8 hour. Product: BrC1=C(C(=O)N2C(C=3C(C2=O)=CC(=CC3)[N+](=O)[O-])=O)C=C(C=C1)OC1=C(C=C(C=C1)Br)[N+](=O)[O-] (N-[2-bromo-5-(2-nitro-4-bromophenoxy)benzoyl]-4-nitrophthalimide). Reaction SMILES: [N+:1]([C:4]1[CH:5]=[C:6]2[C:11](=[O:12])[NH:10][C:8](=[O:9])[C:7]2=[CH:13][CH:14]=1)([O-:3])=[O:2].[Br:15][C:16]1[CH:24]=[CH:23][C:22]([O:25][C:26]2[CH:31]=[CH:30][C:29]([Br:32])=[CH:28][C:27]=2[N+:33]([O-:35])=[O:34])=[CH:21][C:17]=1[C:18](Cl)=[O:19].O>CN(C)C=O>[Br:15][C:16]1[CH:24]=[CH:23][C:22]([O:25][C:26]2[CH:31]=[CH:30][C:29]([Br:32])=[CH:28][C:27]=2[N+:33]([O-:35])=[O:34])=[CH:21][C:17]=1[C:18]([N:10]1[C:11](=[O:12])[C:6]2=[CH:5][C:4]([N+:1]([O-:3])=[O:2])=[CH:14][CH:13]=[C:7]2[C:8]1=[O:9])=[O:19]. Procedure: The N-potassium salt of 4-nitrophthalimide (0.025 mole) dissolved in dimethylformamide (50 ml) and 2-bromo-5-(2-nitro-4-bromophenoxy)benzoyl chloride (0.025 mole) are charged into a glass reaction vessel equipped with a mechanical stirrer and thermometer. The reaction mixture is stirred at room temperature for a period of about 8 hours. After this time the mixture is poured into water (150 ml) and is extracted twice with toluene. The toluene extracts are combined and stripped of solvent leaving ... Reactants: FC1(C(C1)COC1=CC=C(C(=O)OC)C=C1)F (Methyl 4-[(2,2-difluorocyclopropyl)methoxy]benzoate), [OH-].[Li+] (lithium hydroxide). Solvent: C(C)O (ethanol). Conditions: time 18 hour. Yields the product FC1(C(C1)COC1=CC=C(C(=O)O)C=C1)F (4-[(2,2-Difluorocyclopropyl)methoxy]benzoic acid). The yield is 94.6%. RXN SMILES: [F:1][C:2]1([F:17])[CH2:4][CH:3]1[CH2:5][O:6][C:7]1[CH:16]=[CH:15][C:10]([C:11]([O:13]C)=[O:12])=[CH:9][CH:8]=1.[OH-].[Li+]>C(O)C>[F:1][C:2]1([F:17])[CH2:4][CH:3]1[CH2:5][O:6][C:7]1[CH:16]=[CH:15][C:10]([C:11]([OH:13])=[O:12])=[CH:9][CH:8]=1 |f:1.2|. Procedure: Methyl 4-[(2,2-difluorocyclopropyl)methoxy]benzoate (1.94 g, 8.01 mmol) prepared in Example 40 (40a) was dissolved in ethanol (24 mL), and a 2 M lithium hydroxide aqueous solution (8 mL, 16 mmol) was added thereto at room temperature. The resulting mixture was stirred at the same temperature for 18 hours. The solvents (mainly ethanol) were evaporated, and water was added to the obtained residue. Then, the resulting mixture was changed to weak acidic by adding 2 N hydrochloric acid under ice-cool... Reactants: O=c1[nH]c(CCl)nc2scc(-c3ccccc3)c12, ClCCl, O=P(Cl)(Cl)Cl. Product: ClCc1nc(Cl)c2c(-c3ccccc3)csc2n1. As a reaction SMILES: [Cl:1][CH2:2][c:3]1[nH:4][c:5](=[O:18])[c:6]2[c:7]([n:8]1)[s:9][cH:10][c:11]2-[c:12]1[cH:13][cH:14][cH:15][cH:16][cH:17]1.[Cl:24][CH2:25][Cl:26].[P:19]([Cl:20])([Cl:21])([Cl:22])=[O:23]>>[Cl:1][CH2:2][c:3]1[n:4][c:5]([Cl:21])[c:6]2[c:7]([n:8]1)[s:9][cH:10][c:11]2-[c:12]1[cH:13][cH:14][cH:15][cH:16][cH:17]1. Starting materials: N1=C(NC2=NC=CC=C21)C2=CC=CC=1C(C3=CC=CC=C3C21)=NO (4-(3H-imidazo[4,5-b]pyridin-2-yl)-9H-fluoren-9-one oxime). Reagents/catalysts: [Ni] (Raney Nickel). Run in C(C)O (ethanol), O1CCCC1 (tetrahydrofuran). The product is N1=C(NC2=NC=CC=C21)C2=CC=CC=1C(C3=CC=CC=C3C21)N (4-(3H-imidazo[4,5-b]pyridin-2-yl)-9H-fluoren-9(R,S)-ylamine). Isolated yield 85.4%. Reaction SMILES: [N:1]1[C:9]2[C:4](=[N:5][CH:6]=[CH:7][CH:8]=2)[NH:3][C:2]=1[C:10]1[C:22]2[C:21]3[C:16](=[CH:17][CH:18]=[CH:19][CH:20]=3)[C:15](=[N:23]O)[C:14]=2[CH:13]=[CH:12][CH:11]=1>[Ni].C(O)C.O1CCCC1>[N:1]1[C:9]2[C:4](=[N:5][CH:6]=[CH:7][CH:8]=2)[NH:3][C:2]=1[C:10]1[C:22]2[C:21]3[C:16](=[CH:17][CH:18]=[CH:19][CH:20]=3)[CH:15]([NH2:23])[C:14]=2[CH:13]=[CH:12][CH:11]=1. Reported procedure: Carry out the procedure as in Example 6, starting from 1.30 g of 4-(3H-imidazo[4,5-b]pyridin-2-yl)-9H-fluoren-9-one oxime (Z,E), obtained in the preceding stage, and 2.45 mg of Raney Nickel in 65 ml of ethanol and 65 ml of tetrahydrofuran for 5 hours at 60° C. under a hydrogen pressure of 1 bar. After purification by making a paste in diisopropyl ether, we obtain 1.06 g of 4-(3H-imidazo[4,5-b]pyridin-2-yl)-9H-fluoren-9(R,S)-ylamine, in the form of a white powder, with the following characteristi... The reactants are FC(=C(F)F)F (tetrafluoroethylene), C1=CC(=CC=C1O)C (p-cresol), [OH-].[K+] (potassium hydroxide). The solvent is CN(C=O)C (dimethylformamide). Run at temperature 68 celsius, time 1 hour. Product: FC(C(F)F)(OC1=CC=C(C=C1)C)F (p-(1,1,2,2-tetrafluoroethoxy)toluene). The yield is 87.0%. As a reaction SMILES: [F:1][C:2]([F:6])=[C:3]([F:5])[F:4].[CH:7]1[C:12]([OH:13])=[CH:11][CH:10]=[C:9]([CH3:14])[CH:8]=1.[OH-].[K+]>CN(C)C=O>[F:1][C:2]([F:6])([O:13][C:12]1[CH:7]=[CH:8][C:9]([CH3:14])=[CH:10][CH:11]=1)[CH:3]([F:5])[F:4] |f:2.3|. Procedure details: For one hour, tetrafluoroethylene and nitrogen are bubbled into a magnetically stirred mixture of 10.8 g (0.100 mol) of p-cresol, 1.67 g (1.43 g real, 0.0255 mol) of potassium hydroxide pellets, and 70 ml of dried dimethylformamide (DMF) maintained at 68° C. After dilution with 250 ml of water, the reaction mixture is extracted with 100 ml of ether. The ether solution is washed with 200 ml of 5% sodium hydroxide and twice with 400 ml of water. The ether solution is dried, filtered, and then rota...